Dataset: the Open Reaction Database (ORD), a public repository of structured organic reaction records. Task: describe an organic reaction: reactants, conditions, products, and yield Starting materials: CC(=O)O (HOAc), CN(C(=O)N)N=O (N-methyl-N-nitrosourea), [OH-].[K+] (KOH), C(C)(=O)OCC=1C=C2C=CC(=CC2=CC1)C(=O)O (6-acetoxymethyl-2-naphthoic acid). The solvent is CCOCC (Et2O), CCOCC (Et2O). Run at temperature 0 celsius, time 10 minute. The product is C(C)(=O)OCC=1C=C2C=CC(=CC2=CC1)C(=O)OC (Methyl 6-Acetoxymethyl-2-naphthoate). The yield is 139.8%. As a reaction SMILES: [C:1]([O:4][CH2:5][C:6]1[CH:7]=[C:8]2[C:13](=[CH:14][CH:15]=1)[CH:12]=[C:11]([C:16]([OH:18])=[O:17])[CH:10]=[CH:9]2)(=[O:3])[CH3:2].[CH3:19]N(N=O)C(N)=O.[OH-].[K+].CC(O)=O>CCOCC>[C:1]([O:4][CH2:5][C:6]1[CH:7]=[C:8]2[C:13](=[CH:14][CH:15]=1)[CH:12]=[C:11]([C:16]([O:18][CH3:19])=[O:17])[CH:10]=[CH:9]2)(=[O:3])[CH3:2] |f:2.3|. Reported procedure: To a suspension of 1.08 g (4.43 mmol) of 6-acetoxymethyl-2-naphthoic acid in 150 mL of Et2O at 0° C. was added a cold solution of CH2N2 in Et2O which was prepared from 2.0 g (19 mmol) of N-methyl-N-nitrosourea and 30 mL of 40% aqueous KOH. The mixture was stirred at 0° C. for 10 min when all the solid went into solution. Excess CH2N2 was decomposed with HOAc. The reaction mixture was dried over Na2SO4 and concentrated to give 1.6 g of a white solid, which was purified on 100 g of silica gel (50%...